The task is: describe an organic reaction: reactants, conditions, products, and yield. This data is from the Open Reaction Database (ORD), a public repository of structured organic reaction records. The reactants are COC(=O)CCCCCCCCCCN(C(=O)c1ccc(Cl)cc1)c1ccc(OC)cc1, CO, [Na+], [OH-]. Product: COc1ccc(N(CCCCCCCCCCC(=O)O)C(=O)c2ccc(Cl)cc2)cc1. As a reaction SMILES: [CH3:1][O:2][C:3]([CH2:4][CH2:5][CH2:6][CH2:7][CH2:8][CH2:9][CH2:10][CH2:11][CH2:12][CH2:13][N:14]([C:15]([c:16]1[cH:17][cH:18][c:19]([Cl:22])[cH:20][cH:21]1)=[O:23])[c:24]1[cH:25][cH:26][c:27]([O:30][CH3:31])[cH:28][cH:29]1)=[O:32].[CH3:35][OH:36].[Na+:34].[OH-:33]>>[O:2]=[C:3]([CH2:4][CH2:5][CH2:6][CH2:7][CH2:8][CH2:9][CH2:10][CH2:11][CH2:12][CH2:13][N:14]([C:15]([c:16]1[cH:17][cH:18][c:19]([Cl:22])[cH:20][cH:21]1)=[O:23])[c:24]1[cH:25][cH:26][c:27]([O:30][CH3:31])[cH:28][cH:29]1)[OH:32]. The reactants are Oc1ccc(CN2CC3(COC3)C2)cc1, CS(=O)(=O)OC1CN(C(=O)c2nnc(-c3ccc(Cl)cc3)o2)C1. As a reaction SMILES: [CH2:1]1[O:2][CH2:3][C:4]12[CH2:5][N:6]([CH2:8][c:9]1[cH:10][cH:11][c:12]([OH:15])[cH:13][cH:14]1)[CH2:7]2.[CH3:16][S:17]([O:18][CH:21]1[CH2:22][N:23]([C:25](=[O:26])[c:27]2[o:28][c:29](-[c:32]3[cH:33][cH:34][c:35]([Cl:38])[cH:36][cH:37]3)[n:30][n:31]2)[CH2:24]1)(=[O:19])=[O:20]>>[CH2:1]1[O:2][CH2:3][C:4]12[CH2:5][N:6]([CH2:8][c:9]1[cH:10][cH:11][c:12]([O:15][CH:21]3[CH2:22][N:23]([C:25](=[O:26])[c:27]4[o:28][c:29](-[c:32]5[cH:33][cH:34][c:35]([Cl:38])[cH:36][cH:37]5)[n:30][n:31]4)[CH2:24]3)[cH:13][cH:14]1)[CH2:7]2. Product: O=C(c1nnc(-c2ccc(Cl)cc2)o1)N1CC(Oc2ccc(CN3CC4(COC4)C3)cc2)C1.